Dataset: the Open Reaction Database (ORD), a public repository of structured organic reaction records. Task: describe an organic reaction: reactants, conditions, products, and yield Reaction SMILES: [C:3]([CH3:4])(=[O:5])[O:6][c:7]1[c:8]([Br:18])[cH:9][cH:10][cH:11][c:12]1[CH:13]([CH2:14][CH2:15][Br:17])[Br:16].[CH2:20]1[O:21][CH2:22][CH2:23][CH2:24]1.[ClH:19].[I:1].[Mg:2]>>[C:3]([CH3:4])(=[O:5])[O:6][c:7]1[c:8]([Br:18])[cH:9][cH:10][cH:11][c:12]1[CH:13]1[CH2:14][CH2:15]1. Product: CC(=O)Oc1c(Br)cccc1C1CC1. Reactants: CC(=O)Oc1c(Br)cccc1C(Br)CCBr, C1CCOC1, Cl, I, [Mg]. Starting materials: BrCCCBr, O=C([O-])[O-], COC(=O)c1ccc(O)c(OC)c1, CC#N, [K+], [K+]. The product is COC(=O)c1ccc(OCCCBr)c(OC)c1. As a reaction SMILES: [Br:14][CH2:15][CH2:16][CH2:17][Br:18].[C:19](=[O:20])([O-:21])[O-:22].[CH3:1][O:2][C:3](=[O:4])[c:5]1[cH:6][cH:7][c:8]([OH:9])[c:10]([O:11][CH3:12])[cH:13]1.[CH3:25][C:26]#[N:27].[K+:23].[K+:24]>>[CH3:1][O:2][C:3](=[O:4])[c:5]1[cH:6][cH:7][c:8]([O:9][CH2:17][CH2:16][CH2:15][Br:14])[c:10]([O:11][CH3:12])[cH:13]1. The reactants are NC1=C(C=CC2=CC=CC=C12)C (1-amino-2-methylnaphthalene), C([O-])(O)=O.[Na+] (sodium bicarbonate), BrC(C(=O)OC)CC (methyl 2-bromobutyrate). Yields the product CC1=C(C2=CC=CC=C2C=C1)NC(C(=O)OC)CC (methyl 2-(2-methylnaphth-1-ylamino)-butyrate). The yield is 86.3%. As a reaction SMILES: [NH2:1][C:2]1[C:11]2[C:6](=[CH:7][CH:8]=[CH:9][CH:10]=2)[CH:5]=[CH:4][C:3]=1[CH3:12].C(=O)(O)[O-].[Na+].Br[CH:19]([CH2:24][CH3:25])[C:20]([O:22][CH3:23])=[O:21]>>[CH3:12][C:3]1[CH:4]=[CH:5][C:6]2[C:11](=[CH:10][CH:9]=[CH:8][CH:7]=2)[C:2]=1[NH:1][CH:19]([CH2:24][CH3:25])[C:20]([O:22][CH3:23])=[O:21] |f:1.2|. Procedure: 144.2 g (0.92 mole) of 1-amino-2-methylnaphthalene are stirred with 90.2 g (1.08 moles) of sodium bicarbonate and 507 g (2.8 moles) of methyl 2-bromobutyrate at from 120° to 125° C. for 18 hours. The mixture is cooled, and thereafter the precipitate is filtered off under suction, the filtrate is concentrated under reduced pressure, and the residue is distilled under reduced pressure. 204.3 g (79.5% of theory) of methyl 2-(2-methylnaphth-1-ylamino)-butyrate are obtained as a colorless oil. Boilin... Starting materials: N[C@@H]1[C@@H](CN(CC1)C(=O)OC(C)(C)C)OC (tert-butyl cis(±)-4-amino-3-methoxypiperidine-1-carboxylate), CCN=C=NCCCN(C)C.Cl (WSC hydrochloride), C=1C=CC2=C(C1)N=NN2O (HOBT), N[C@@H]1[C@@H](CN(CC1)C(=O)OC(C)(C)C)OC (tert-Butyl cis(±)-4-amino-3-methoxypiperidine-1-carboxylate), ClC=1N=C(NC1C(C)C)C(=O)O (4-chloro-5-(propan-2-yl)-1H-imidazole-2-carboxylic acid). Yields the product ClC=1N=C(NC1C(C)C)C(=O)N[C@@H]1[C@@H](CN(CC1)C(=O)OC(C)(C)C)OC (tert-Butyl cis(±)-4-({[4-chloro-5-(propan-2-yl)-1H-imidazol-2-yl]carbonyl}amino)-3-methoxypiperidine-1-carboxylate). As a reaction SMILES: [NH2:1][C@H:2]1[CH2:7][CH2:6][N:5]([C:8]([O:10][C:11]([CH3:14])([CH3:13])[CH3:12])=[O:9])[CH2:4][C@H:3]1[O:15][CH3:16].[Cl:17][C:18]1[N:19]=[C:20]([C:26](O)=[O:27])[NH:21][C:22]=1[CH:23]([CH3:25])[CH3:24].CCN=C=NCCCN(C)C.Cl.C1C=CC2N(O)N=NC=2C=1>>[Cl:17][C:18]1[N:19]=[C:20]([C:26]([NH:1][C@H:2]2[CH2:7][CH2:6][N:5]([C:8]([O:10][C:11]([CH3:12])([CH3:13])[CH3:14])=[O:9])[CH2:4][C@H:3]2[O:15][CH3:16])=[O:27])[NH:21][C:22]=1[CH:23]([CH3:25])[CH3:24] |f:2.3|. Procedure: The same operation as in Example (1g) was performed using tert-butyl cis(±)-4-amino-3-methoxypiperidine-1-carboxylate obtained by the method described in Example (1e) (0.50 g, 2.17 mmol), 4-chloro-5-(propan-2-yl)-1H-imidazole-2-carboxylic acid obtained in Example (35f) (0.30 g, 1.59 mmol), WSC hydrochloride (0.92 g, 4.80 mmol) and HOBT (0.22 g, 1.63 mmol), to obtain 0.60 g of the title compound as a white foamy substance (94%). The product is COC=1C=C2CCN(C2=CC1OC)C1=CC=C(C=C1)[N+](=O)[O-] (5,6-dimethoxy-1-(4-nitrophenyl)-indoline). RXN SMILES: [N+:1]([C:4]1[CH:9]=[CH:8][C:7](F)=[CH:6][CH:5]=1)([O-:3])=[O:2].[CH3:11][O:12][C:13]1[CH:14]=[C:15]2[C:19](=[CH:20][C:21]=1[O:22][CH3:23])[NH:18][CH2:17][CH2:16]2.C(=O)([O-])O.[Na+]>CS(C)=O>[CH3:11][O:12][C:13]1[CH:14]=[C:15]2[C:19](=[CH:20][C:21]=1[O:22][CH3:23])[N:18]([C:7]1[CH:8]=[CH:9][C:4]([N+:1]([O-:3])=[O:2])=[CH:5][CH:6]=1)[CH2:17][CH2:16]2 |f:2.3|. Procedure details: 6.3 g of 4-nitrofluorobenzene (0.045 mol) were stirred with 8.0 g of 5,6-dimethoxyindoline (0.045 mol) and 4.2 g of sodium hydrogen carbonate (0.050 mol) for 2.5 h at 80° C. in 50 ml of DMSO. After cooling, the mixture was poured onto ice, the precipitate was removed by filtration under suction and the product was dried in vacuo at 45° C. The intermediate product 5,6-dimethoxy-1-(4-nitrophenyl)-indoline was obtained in a yield of 65.6% (melting point: 176-179° C.). The reactants are [N+](=O)([O-])C1=CC=C(C=C1)F (4-nitrofluorobenzene), COC=1C=C2CCNC2=CC1OC (5,6-dimethoxyindoline), C(O)([O-])=O.[Na+] (sodium hydrogen carbonate). Yield: 65.6%. Run in CS(=O)C (DMSO).